From a dataset of the Open Reaction Database (ORD), a public repository of structured organic reaction records. describe an organic reaction: reactants, conditions, products, and yield The reactants are CC(C)(C)OC(=O)N1CCC(O)CC1, C1CCOC1, CS(=O)(=O)c1ccc(-c2noc3c(Cl)ncnc23)cc1, [H-], [Na+]. The product is CC(C)(C)OC(=O)N1CCC(Oc2ncnc3c(-c4ccc(S(C)(=O)=O)cc4)noc23)CC1. Reaction SMILES: [C:1]([CH3:2])([CH3:3])([CH3:4])[O:5][C:6](=[O:7])[N:8]1[CH2:9][CH2:10][CH:11]([OH:14])[CH2:12][CH2:13]1.[CH2:37]1[O:38][CH2:39][CH2:40][CH2:41]1.[Cl:17][c:18]1[c:19]2[c:20]([n:21][cH:22][n:23]1)[c:24](-[c:27]1[cH:28][cH:29][c:30]([S:33](=[O:34])(=[O:35])[CH3:36])[cH:31][cH:32]1)[n:25][o:26]2.[H-:16].[Na+:15]>>[C:1]([CH3:2])([CH3:3])([CH3:4])[O:5][C:6](=[O:7])[N:8]1[CH2:9][CH2:10][CH:11]([O:14][c:18]2[c:19]3[c:20]([n:21][cH:22][n:23]2)[c:24](-[c:27]2[cH:28][cH:29][c:30]([S:33](=[O:34])(=[O:35])[CH3:36])[cH:31][cH:32]2)[n:25][o:26]3)[CH2:12][CH2:13]1. The product is CN(CC(=O)OCC=1SC=C(N1)C(N[C@H](CN1N=C(C=C1)C1=CC(=C(C=C1)C#N)Cl)C)=O)C ((S)-(4-(1-(3-(3-chloro-4-cyanophenyl)-1H-pyrazol-1-yl)propan-2-yl-carbamoyl)thiazol-2-yl)methyl 2-(dimethylamino)acetate). Procedure details: (S)-(4-(1-(3-(3-chloro-4-cyanophenyl)-1H-pyrazol-1-yl)propan-2-yl-carbamoyl)thiazol-2-yl)methyl 2-(dimethylamino)acetate was prepared using the method of Example 34(d) starting from N,N-dimethylglycine (0.062 g, 0.597 mmol) and (S)—N-(1-(3-(3-chloro-4-cyanophenyl)-1H-pyrazol-1-yl)propan-2-yl)-2-(hydroxymethyl)thiazole-4-carboxamide (0.2 g, 0.498 mmol). The product was triturated using diethyl ether and purified by Flash-chromatography, respectively. Yield 39.5%. 1H-NMR (400 MHz; CDCl3): δ 1.25 (... Reaction SMILES: [CH3:1][N:2]([CH3:7])[CH2:3][C:4]([OH:6])=[O:5].[Cl:8][C:9]1[CH:10]=[C:11]([C:17]2[CH:21]=[CH:20][N:19]([CH2:22][C@@H:23]([NH:25][C:26]([C:28]3[N:29]=[C:30]([CH2:33]O)[S:31][CH:32]=3)=[O:27])[CH3:24])[N:18]=2)[CH:12]=[CH:13][C:14]=1[C:15]#[N:16]>>[CH3:1][N:2]([CH3:7])[CH2:3][C:4]([O:6][CH2:33][C:30]1[S:31][CH:32]=[C:28]([C:26](=[O:27])[NH:25][C@@H:23]([CH3:24])[CH2:22][N:19]2[CH:20]=[CH:21][C:17]([C:11]3[CH:12]=[CH:13][C:14]([C:15]#[N:16])=[C:9]([Cl:8])[CH:10]=3)=[N:18]2)[N:29]=1)=[O:5]. The yield is 39.5%. Reactants: CN(CC(=O)O)C (N,N-dimethylglycine), ClC=1C=C(C=CC1C#N)C1=NN(C=C1)C[C@H](C)NC(=O)C=1N=C(SC1)CO ((S)—N-(1-(3-(3-chloro-4-cyanophenyl)-1H-pyrazol-1-yl)propan-2-yl)-2-(hydroxymethyl)thiazole-4-carboxamide). The reactants are C(C1=CC=CC=C1)N(C(C1=C(C=CC=C1Br)F)=O)CCO (N-benzyl-6-bromo-2-fluoro-N-(2-hydroxyethyl)benzamide), [H-].[Na+] (sodium hydride), ice water. The solvent is CN(C=O)C (N,N-dimethylformamide). Conditions: time 1 hour. The product is C(C1=CC=CC=C1)N1CCOC2=C(C1=O)C(=CC=C2)Br (4-benzyl-6-bromo-3,4-dihydro-1,4-benzoxazepine-5 (2H)-one). Yield: 33.8%. RXN SMILES: [CH2:1]([N:8]([CH2:19][CH2:20][OH:21])[C:9](=[O:18])[C:10]1[C:15]([Br:16])=[CH:14][CH:13]=[CH:12][C:11]=1F)[C:2]1[CH:7]=[CH:6][CH:5]=[CH:4][CH:3]=1.[H-].[Na+]>CN(C)C=O>[CH2:1]([N:8]1[C:9](=[O:18])[C:10]2[C:15]([Br:16])=[CH:14][CH:13]=[CH:12][C:11]=2[O:21][CH2:20][CH2:19]1)[C:2]1[CH:7]=[CH:6][CH:5]=[CH:4][CH:3]=1 |f:1.2|. Procedure details: To a solution of N-benzyl-6-bromo-2-fluoro-N-(2-hydroxyethyl)benzamide (15.5 g, 44.0 mmol) in N,N-dimethylformamide (200 ml) was added sodium hydride (60%, 2.29 g, 57.2 mmol) under ice-cooling, and the mixture was stirred for 1 hr under ice-cooling. The reaction mixture was poured into ice water, and the mixture was extracted with ethyl acetate. The extract was washed with water, and dried over anhydrous magnesium sulfate. The solvent was evaporated under reduced pressure. The residue was purifi... The reactants are FC=1C=C(C=C(C1F)F)O (3,4,5-trifluorophenol), N,N-dicyclohexylcarbodiimide, COCCOC1=CC=C(C(=O)O)C=C1 (4-(2-methoxyethoxy)benzoic acid). Reagents/catalysts: CN(C1=CC=NC=C1)C (4-(dimethylamino)pyridine). Solvent: ClCCl (dichloromethane), ClCCl (dichloromethane). Reaction conditions: time 8 hour. Yields the product COCCOC1=CC=C(C(=O)OC2=CC(=C(C(=C2)F)F)F)C=C1 (3,4,5-trifluorophenyl 4-(2-methoxyethoxy)benzoate). RXN SMILES: [F:1][C:2]1[CH:3]=[C:4]([OH:10])[CH:5]=[C:6]([F:9])[C:7]=1[F:8].[CH3:11][O:12][CH2:13][CH2:14][O:15][C:16]1[CH:24]=[CH:23][C:19]([C:20](O)=[O:21])=[CH:18][CH:17]=1>ClCCl.CN(C)C1C=CN=CC=1>[CH3:11][O:12][CH2:13][CH2:14][O:15][C:16]1[CH:24]=[CH:23][C:19]([C:20]([O:10][C:4]2[CH:3]=[C:2]([F:1])[C:7]([F:8])=[C:6]([F:9])[CH:5]=2)=[O:21])=[CH:18][CH:17]=1. Procedure details: A solution of 3,4,5-trifluorophenol (0.38 g, 2.55×10−3 mol) in dichloromethane (10 cm3) was added to a solution of N,N-dicyclohexylcarbodiimide (0.63 g, 3.06×10−3 mol), 4-(2-methoxyethoxy)benzoic acid (0.50 g, 2.55×10−3 mol), 4-(dimethylamino)pyridine (0.03 g 2.55×10−4mol) in dichloromethane (5 cm3), at 0° C. and then left to stirred overnight, filtered to remove precipitated material (DCU) and the filtrate evaporated down under reduced pressure. The crude product was purified by column chromato...